This data is from the Open Reaction Database (ORD), a public repository of structured organic reaction records. The task is: describe an organic reaction: reactants, conditions, products, and yield Starting materials: NCC(=O)N(C)C1=C(C(=C(C=C1)Cl)COC1=CC=CC=2N(C(=NC21)OC)CC2=NC=CC=C2)Cl (2-amino-N-(2,4-dichloro-3-(((2-methoxy-1-(pyridin-2-ylmethyl)-1H-benzo[d]imidazol-4-yl)oxy)methyl)phenyl)-N-methylacetamide), COCCNC(=O)C1=CC=C(C=C1)CCC(=O)O (3-(4-((2-methoxyethyl)carbamoyl)phenyl)propanoic acid), CN(C)C(=[N+](C)C)ON1C2=C(C=CC=C2)N=N1.[B-](F)(F)(F)F (TBTU), C(C)(C)NC(C)C (diisopropyl amine). The solvent is CN(C)C=O (DMF), O (water). Run at temperature 23 celsius, time 12 hour. The product is ClC1=C(C=CC(=C1COC1=CC=CC=2N(C(=NC21)OC)CC2=NC=CC=C2)Cl)N(C(CNC(CCC2=CC=C(C(=O)NCCOC)C=C2)=O)=O)C (4-(3-((2-((2,4-dichloro-3-(((2-methoxy-1-(pyridin-2-ylmethyl)-1H-benzo[d]imidazol-4-yl)oxy)methyl)phenyl)(methyl)amino)-2-oxoethyl)amino)-3-oxopropyl)-N-(2-methoxyethyl)benzamide). As a reaction SMILES: [NH2:1][CH2:2][C:3]([N:5]([C:7]1[CH:12]=[CH:11][C:10]([Cl:13])=[C:9]([CH2:14][O:15][C:16]2[C:24]3[N:23]=[C:22]([O:25][CH3:26])[N:21]([CH2:27][C:28]4[CH:33]=[CH:32][CH:31]=[CH:30][N:29]=4)[C:20]=3[CH:19]=[CH:18][CH:17]=2)[C:8]=1[Cl:34])[CH3:6])=[O:4].[CH3:35][O:36][CH2:37][CH2:38][NH:39][C:40]([C:42]1[CH:47]=[CH:46][C:45]([CH2:48][CH2:49][C:50](O)=[O:51])=[CH:44][CH:43]=1)=[O:41].CN(C(ON1N=NC2C=CC=CC1=2)=[N+](C)C)C.[B-](F)(F)(F)F.C(NC(C)C)(C)C>CN(C=O)C.O>[Cl:34][C:8]1[C:9]([CH2:14][O:15][C:16]2[C:24]3[N:23]=[C:22]([O:25][CH3:26])[N:21]([CH2:27][C:28]4[CH:33]=[CH:32][CH:31]=[CH:30][N:29]=4)[C:20]=3[CH:19]=[CH:18][CH:17]=2)=[C:10]([Cl:13])[CH:11]=[CH:12][C:7]=1[N:5]([CH3:6])[C:3](=[O:4])[CH2:2][NH:1][C:50](=[O:51])[CH2:49][CH2:48][C:45]1[CH:46]=[CH:47][C:42]([C:40]([NH:39][CH2:38][CH2:37][O:36][CH3:35])=[O:41])=[CH:43][CH:44]=1 |f:2.3|. Procedure details: A solution of (E)-benzyl 3-(4((2-methoxyethyl)carbamoyl)phenyl)acrylate (1.0 g, 3.38 mmol) in ethanol (50 ml) is hydrogenated over 10% Pd/C (100 mg) at 50 psi for 24 h. The catalyst is removed by filteration and the solvent removed under vacuum to give 3-(4-((2-methoxyethyl)carbamoyl)phenyl)propanoic acid as a clear oil that solidifies on standing. MS (ESI) 251 (M+), 1H NMR (CDCl3); 1.24 (t, 3H, J=6.8 Hz), 2.686 (t, 2H, J=7.2 Hz), 3.00 (t, 2H, J=7.2 Hz), 3.39 (s, 3H), 3.57 (t, 2H, J=5.2 Hz), 3.6... The reactants are CCc1cc(C(F)(C(F)(F)F)C(F)(F)F)cc(CC)c1NC(=O)c1ccc(-n2cncn2)c([N+](=O)[O-])c1, CCO, [H][H]. Product: CCc1cc(C(F)(C(F)(F)F)C(F)(F)F)cc(CC)c1NC(=O)c1ccc(-n2cncn2)c(N)c1. RXN SMILES: [CH2:1]([CH3:2])[c:3]1[c:4]([NH:21][C:22]([c:23]2[cH:24][c:25]([N+:34]([O-:35])=[O:36])[c:26](-[n:29]3[n:30][cH:31][n:32][cH:33]3)[cH:27][cH:28]2)=[O:37])[c:5]([CH2:19][CH3:20])[cH:6][c:7]([C:9]([C:10]([F:11])([F:12])[F:13])([C:14]([F:15])([F:16])[F:17])[F:18])[cH:8]1.[CH3:40][CH2:41][OH:42].[H:38][H:39]>>[CH2:1]([CH3:2])[c:3]1[c:4]([NH:21][C:22]([c:23]2[cH:24][c:25]([NH2:34])[c:26](-[n:29]3[n:30][cH:31][n:32][cH:33]3)[cH:27][cH:28]2)=[O:37])[c:5]([CH2:19][CH3:20])[cH:6][c:7]([C:9]([C:10]([F:11])([F:12])[F:13])([C:14]([F:15])([F:16])[F:17])[F:18])[cH:8]1. The reactants are NC=1C=C2C=3CC(CCC3NC2=CC1)N(C)C (6-amino-3-(dimethyl)amino-1,2,3,4-tetrahydro-9H-carbazole), FC(C1=CC=C(C(=O)O)C=C1)(F)F (4-trifluoromethylbenzoic acid). Product: FC(C1=CC=C(C(=O)NC=2C=C3C=4CC(CCC4NC3=CC2)N(C)C)C=C1)(F)F (6-(4-trifluoromethylbenzoyl)amino-3-(dimethyl)amino-1,2,3,4-tetrahydro-9H-carbazole). The yield is 35.5%. As a reaction SMILES: [NH2:1][C:2]1[CH:3]=[C:4]2[C:12](=[CH:13][CH:14]=1)[NH:11][C:10]1[CH2:9][CH2:8][CH:7]([N:15]([CH3:17])[CH3:16])[CH2:6][C:5]2=1.[F:18][C:19]([F:30])([F:29])[C:20]1[CH:28]=[CH:27][C:23]([C:24](O)=[O:25])=[CH:22][CH:21]=1>>[F:18][C:19]([F:29])([F:30])[C:20]1[CH:28]=[CH:27][C:23]([C:24]([NH:1][C:2]2[CH:3]=[C:4]3[C:12](=[CH:13][CH:14]=2)[NH:11][C:10]2[CH2:9][CH2:8][CH:7]([N:15]([CH3:17])[CH3:16])[CH2:6][C:5]3=2)=[O:25])=[CH:22][CH:21]=1. Reported procedure: Beginning with 9.2 mg (0.040 mMol) 6-amino-3-(dimethyl)amino-1,2,3,4-tetrahydro-9H-carbazole and 19.2 mg (0.101 mMol) 4-trifluoromethylbenzoic acid, 5.7 mg (35%) of the title compound were recovered as a beige solid. The reactants are C1(=CC=CC=C1)C=1N=CNC1 (4-Phenylimidazole), BrCCCCCCCC(=O)OCC (ethyl 8-bromooctanoate), C([O-])([O-])=O.[K+].[K+] (potassium carbonate). Run in CC(CC)=O (butanone). Product: C1(=CC=CC=C1)C=1N=CN(C1)CCCCCCCC(=O)OCC (Ethyl 8-(4-phenylimidazol-1-yl)octanoate). Reaction SMILES: [C:1]1([C:7]2[N:8]=[CH:9][NH:10][CH:11]=2)[CH:6]=[CH:5][CH:4]=[CH:3][CH:2]=1.Br[CH2:13][CH2:14][CH2:15][CH2:16][CH2:17][CH2:18][CH2:19][C:20]([O:22][CH2:23][CH3:24])=[O:21].C(=O)([O-])[O-].[K+].[K+]>CC(=O)CC>[C:1]1([C:7]2[N:8]=[CH:9][N:10]([CH2:13][CH2:14][CH2:15][CH2:16][CH2:17][CH2:18][CH2:19][C:20]([O:22][CH2:23][CH3:24])=[O:21])[CH:11]=2)[CH:2]=[CH:3][CH:4]=[CH:5][CH:6]=1 |f:2.3.4|. Procedure: 4-Phenylimidazole was treated with ethyl 8-bromooctanoate and potassium carbonate in butanone to give after work-up the title compound, m.p. 56°-57° C., Found: C, 72.8; H, 8.4; N, 9.0%; C19H26N2O2Requires: C, 72.6; H, 8.3;N, 8.9% Reactants: Brc1ccc(I)cc1, O=C([O-])[O-], Cc1ccccc1, [Cs+], [Cs+], [Cu]I, OC1CCCCC1. The product is Brc1ccc(OC2CCCCC2)cc1. RXN SMILES: [Br:1][c:2]1[cH:3][cH:4][c:5]([I:8])[cH:6][cH:7]1.[C:16](=[O:17])([O-:18])[O-:19].[CH3:22][c:23]1[cH:24][cH:25][cH:26][cH:27][cH:28]1.[Cs+:20].[Cs+:21].[Cu:29][I:30].[OH:9][CH:10]1[CH2:11][CH2:12][CH2:13][CH2:14][CH2:15]1>>[Br:1][c:2]1[cH:3][cH:4][c:5]([O:9][CH:10]2[CH2:11][CH2:12][CH2:13][CH2:14][CH2:15]2)[cH:6][cH:7]1. Reaction SMILES: [CH3:1][O:2][C:3]1[CH:4]=[C:5]([OH:9])[CH:6]=[CH:7][CH:8]=1.Cl[C:11]1[C:20]2[C:15](=[CH:16][CH:17]=[CH:18][CH:19]=2)[CH:14]=[C:13]([NH:21][C:22]2[CH:26]=[C:25]([CH3:27])[NH:24][N:23]=2)[N:12]=1>>[CH3:1][O:2][C:3]1[CH:4]=[C:5]([CH:6]=[CH:7][CH:8]=1)[O:9][C:11]1[C:20]2[C:15](=[CH:16][CH:17]=[CH:18][CH:19]=2)[CH:14]=[C:13]([NH:21][C:22]2[CH:26]=[C:25]([CH3:27])[NH:24][N:23]=2)[N:12]=1. The reactants are COC=1C=C(C=CC1)O (3-methoxy-phenol), ClC1=NC(=CC2=CC=CC=C12)NC1=NNC(=C1)C ((1-chloro-isoquinolin-3-yl)-(5-methyl-1H-pyrazol-3-yl)-amine). Product: COC=1C=C(OC2=NC(=CC3=CC=CC=C23)NC2=NNC(=C2)C)C=CC1 ([1-(3-methoxy-phenoxy)-isoquinolin-3-yl]-(5-methyl-1H-pyrazol-3-yl)-amine). Procedure details: Similar procedure as described in example 10 was used, starting from 3-methoxy-phenol and (1-chloro-isoquinolin-3-yl)-(5-methyl-1H-pyrazol-3-yl)-amine to give [1-(3-methoxy-phenoxy)-isoquinolin-3-yl]-(5-methyl-1H-pyrazol-3-yl)-amine. LC-MS m/e 347(MH+). Starting materials: [NH4+].[OH-] (NH4OH), BrC1=C(C=CC(=C1)F)N (2-Bromo-4-fluorobenzenamine), BrC1=C(C=CC(=C1)F)N (2-bromo-4-fluorobenzenamine), C(\C=C\C)=O ((E)-but-2-enal), O (water). Reagents/catalysts: [Cl-].[Cl-].[Zn+2] (ZnCl2). Run in Cl (HCl). Reaction conditions: time 5 minute. Product: BrC=1C=C(C=C2C=CC(=NC12)C)F (8-bromo-6-fluoro-2-methylquinolin). The yield is 84.7%. Reaction SMILES: [Br:1][C:2]1[CH:7]=[C:6]([F:8])[CH:5]=[CH:4][C:3]=1[NH2:9].[CH:10](=O)/[CH:11]=[CH:12]/[CH3:13].O.[NH4+].[OH-]>Cl.[Cl-].[Cl-].[Zn+2]>[Br:1][C:2]1[CH:7]=[C:6]([F:8])[CH:5]=[C:4]2[C:3]=1[N:9]=[C:12]([CH3:13])[CH:11]=[CH:10]2 |f:3.4,6.7.8|. Procedure details: 2-Bromo-4-fluorobenzenamine (10 g, 52.6 mmol) was weighed into a round bottom flask, and dissolved in 40 mL of 6N HCl. The reaction mixture was then heated to reflux, followed by drop-wise addition of (E)-but-2-enal (4.578 mL, 55.3 mmol) mixed with 1.0 mL deionized water over 25 minutes. Following complete addition the reaction was heated at 100° C. for an additional 35 minutes, until all the 2-bromo-4-fluorobenzenamine had been consumed. The reaction was cooled to ambient temperature, followed ... Product: CCOC(=O)c1c(-c2ccc(-c3ccccc3C#N)cc2)c(C#N)c(C(F)(F)F)n1C. Reactants: CCOC(=O)c1c(-c2ccc(OS(=O)(=O)C(F)(F)F)cc2)c(C#N)c(C(F)(F)F)n1C, N#Cc1ccccc1B(O)O, [K+], [K+], [K+], CC(=O)[O-], CC(=O)[O-], C1COCCO1, O=P([O-])([O-])[O-], [Pd+2], O=P(Oc1ccccc1)(Oc1ccccc1)Oc1ccccc1. RXN SMILES: [C:1](#[N:2])[c:3]1[c:4](-[c:18]2[cH:19][cH:20][c:21]([O:24][S:25]([C:26]([F:27])([F:28])[F:29])(=[O:30])=[O:31])[cH:22][cH:23]2)[c:5]([C:13](=[O:14])[O:15][CH2:16][CH3:17])[n:6]([CH3:12])[c:7]1[C:8]([F:9])([F:10])[F:11].[C:32](#[N:33])[c:34]1[c:35]([B:40]([OH:41])[OH:42])[cH:36][cH:37][cH:38][cH:39]1.[K+:71].[K+:72].[K+:73].[O-:75][C:76]([CH3:77])=[O:78].[O-:79][C:80]([CH3:81])=[O:82].[O:83]1[CH2:84][CH2:85][O:86][CH2:87][CH2:88]1.[P:66]([O-:67])([O-:68])([O-:69])=[O:70].[Pd+2:74].[c:43]1([O:44][P:45]([O:46][c:47]2[cH:48][cH:49][cH:50][cH:51][cH:52]2)([O:53][c:54]2[cH:55][cH:56][cH:57][cH:58][cH:59]2)=[O:60])[cH:61][cH:62][cH:63][cH:64][cH:65]1>>[C:1](#[N:2])[c:3]1[c:4](-[c:18]2[cH:19][cH:20][c:21](-[c:35]3[c:34]([C:32]#[N:33])[cH:39][cH:38][cH:37][cH:36]3)[cH:22][cH:23]2)[c:5]([C:13](=[O:14])[O:15][CH2:16][CH3:17])[n:6]([CH3:12])[c:7]1[C:8]([F:9])([F:10])[F:11]. The product is BrC=1OC=CC1C=1C=C2C(=NC1)O[C@@]1(C2)CN2CCC1CC2 ((2′R)-5′-(2-Bromofuran-3-yl)spiro[1-azabicyclo[2.2.2]octane-3,2′(3′H)-furo[2,3-b]pyridine]). As a reaction SMILES: [O:1]1[CH:5]=[CH:4][C:3]([C:6]2[CH:7]=[C:8]3[CH2:14][C@:13]4([CH:19]5[CH2:20][CH2:21][N:16]([CH2:17][CH2:18]5)[CH2:15]4)[O:12][C:9]3=[N:10][CH:11]=2)=[CH:2]1.[Br:22]Br>CN(C=O)C.C(Cl)(Cl)Cl>[Br:22][C:2]1[O:1][CH:5]=[CH:4][C:3]=1[C:6]1[CH:7]=[C:8]2[CH2:14][C@:13]3([CH:19]4[CH2:20][CH2:21][N:16]([CH2:17][CH2:18]4)[CH2:15]3)[O:12][C:9]2=[N:10][CH:11]=1. Conditions: time 30 minute. The reactants are O1C=C(C=C1)C=1C=C2C(=NC1)O[C@@]1(C2)CN2CCC1CC2 ((2′R)-5′-(Furan-3-yl)spiro[1-azabicyclo[2.2.2]octane-3,2′(3′H)-furo[2,3-b]pyridine]), BrBr (bromine). Reported procedure: (2′R)-5′-(Furan-3-yl)spiro[1-azabicyclo[2.2.2]octane-3,2′(3′H)-furo[2,3-b]pyridine] (102 mg, 0.37 mmol), was stirred with bromine (65 mg, 0.41 mmol) in DMF (3 ml) at room temperature for 1 h. Vaccum was applied, and the mixture was stirred for a further 30 min. The reaction mixture was diluted with chloroform, and washed with aqueous sodium hydroxide, then the organic layer was dried, filtered and evaporated. The compound was purified by flash chromatography using a gradient of ammoniated methan... The yield is 20.9%. The solvent is CN(C)C=O (DMF), C(Cl)(Cl)Cl (chloroform). The reactants are COC(COCC1=CC=CC=C1)=O (Methyl-2-benzyloxy-acetate), O.NN (hydrazine hydrate). The solvent is CO (methanol). Product: C(C1=CC=CC=C1)OCC(=O)NN (2-Benzyloxy-acetic hydrazide). The yield is 99.7%. RXN SMILES: C[O:2][C:3](=O)[CH2:4][O:5][CH2:6][C:7]1[CH:12]=[CH:11][CH:10]=[CH:9][CH:8]=1.O.[NH2:15][NH2:16]>CO>[CH2:6]([O:5][CH2:4][C:3]([NH:15][NH2:16])=[O:2])[C:7]1[CH:12]=[CH:11][CH:10]=[CH:9][CH:8]=1 |f:1.2|. Procedure: A mixture of 70 (2.75 g, 15.3 mmol) in methanol (50 mL) and hydrazine hydrate (65% in water, 2.3 g, 30 mmol) was heated under reflux for 3 h. The reaction mixture was concentrated under reduced pressure and the residue was diluted with benzene. The solvent was evaporated and the crude product was further dried under high vacuum (6 h) to give 71 (2.75 g), as a light yellow waxy material, which was used in the next step without further purification.